The task is: describe an organic reaction: reactants, conditions, products, and yield. This data is from the Open Reaction Database (ORD), a public repository of structured organic reaction records. Reactants: ClCC(=O)O (chloroacetic acid), [NH2+]=C(S)N (thiouronium), Cl (HCl), NC(=S)N (thiourea), Br (hydrobromic acid), COC=1C=CC(=CC1)CO (p-methoxybenzyl alcohol), [OH-].[Na+] (NaOH). Solvent: C(Cl)Cl (methylene chloride), O (water), O (water). Conditions: temperature 60 celsius. Product: COC1=CC=C(C=C1)CC(=S)O (p-Methoxyphenylthio-acetic acid). Isolated yield 86.0%. As a reaction SMILES: N[C:2](N)=[S:3].Br.[CH3:6][O:7][C:8]1[CH:9]=[CH:10][C:11]([CH2:14]O)=[CH:12][CH:13]=1.[NH2+]=C(N)S.[OH-].[Na+].ClCC(O)=[O:25].Cl>O.C(Cl)Cl>[CH3:6][O:7][C:8]1[CH:9]=[CH:10][C:11]([CH2:14][C:2]([OH:25])=[S:3])=[CH:12][CH:13]=1 |f:4.5|. Procedure details: A solution of 18.24 g (0.24 mol) of thiourea in 104 ml of 48% strength hydrobromic acid and 20 ml of water is introduced into a 1 liter three-necked flask equipped with a magnetic stirrer and a condenser. The mixture is heated at 60° C. and 27.6 g (0.2 mol) of p-methoxybenzyl alcohol are introduced. The temperature is raised to 95° C. and the mixture is then allowed to cool. Crystals of thiouronium salt appear; these are filtered off and suction-drained. The precipitate obtained above is introdu... Starting materials: CCNC(=O)Nc1cc(-c2nc(C(F)(F)F)cs2)c(-c2cnc3c(c2)c(=O)c(C(=O)OCC)cn3C2CCCN(C(=O)OC(C)(C)C)C2)cn1, Cl, C1COCCO1. Yields the product CCNC(=O)Nc1cc(-c2nc(C(F)(F)F)cs2)c(-c2cnc3c(c2)c(=O)c(C(=O)OCC)cn3C2CCCNC2)cn1. Reaction SMILES: [C:1]([O:2][C:3](=[O:4])[N:8]1[CH2:9][CH:10]([n:14]2[cH:15][c:16]([C:46](=[O:47])[O:48][CH2:49][CH3:50])[c:17](=[O:45])[c:18]3[cH:19][c:20](-[c:24]4[cH:25][n:26][c:27]([NH:39][C:40](=[O:41])[NH:42][CH2:43][CH3:44])[cH:28][c:29]4-[c:30]4[s:31][cH:32][c:33]([C:35]([F:36])([F:37])[F:38])[n:34]4)[cH:21][n:22][c:23]23)[CH2:11][CH2:12][CH2:13]1)([CH3:5])([CH3:6])[CH3:7].[ClH:51].[O:52]1[CH2:53][CH2:54][O:55][CH2:56][CH2:57]1>>[NH:8]1[CH2:9][CH:10]([n:14]2[cH:15][c:16]([C:46](=[O:47])[O:48][CH2:49][CH3:50])[c:17](=[O:45])[c:18]3[cH:19][c:20](-[c:24]4[cH:25][n:26][c:27]([NH:39][C:40](=[O:41])[NH:42][CH2:43][CH3:44])[cH:28][c:29]4-[c:30]4[s:31][cH:32][c:33]([C:35]([F:36])([F:37])[F:38])[n:34]4)[cH:21][n:22][c:23]23)[CH2:11][CH2:12][CH2:13]1.